The task is: describe an organic reaction: reactants, conditions, products, and yield. This data is from the Open Reaction Database (ORD), a public repository of structured organic reaction records. Reactants: C(C)(C)(C)OC(=O)N1CCN(CC1)C(=O)C=1NC2=CC(=C(C=C2C1)OC1CCN(CC1)C(C)C)Cl (4-[6-chloro-5-(1-isopropyl-piperidin-4-yloxy)-1H-indole-2-carbonyl]-piperazine-1-carboxylic acid tert-butyl ester), FC(C(=O)O)(F)F (trifluoroacetic acid). Solvent: ClCCl (dichloromethane). Reaction conditions: time 3 hour. Product: ClC1=C(C=C2C=C(NC2=C1)C(=O)N1CCNCC1)OC1CCN(CC1)C(C)C ([6-Chloro-5-(1-isopropyl-piperidin-4-yloxy)-1H-indol-2-yl]-piperazin-1-yl-methanone). Yield: 94.2%. As a reaction SMILES: C(OC([N:8]1[CH2:13][CH2:12][N:11]([C:14]([C:16]2[NH:17][C:18]3[C:23]([CH:24]=2)=[CH:22][C:21]([O:25][CH:26]2[CH2:31][CH2:30][N:29]([CH:32]([CH3:34])[CH3:33])[CH2:28][CH2:27]2)=[C:20]([Cl:35])[CH:19]=3)=[O:15])[CH2:10][CH2:9]1)=O)(C)(C)C.FC(F)(F)C(O)=O>ClCCl>[Cl:35][C:20]1[CH:19]=[C:18]2[C:23]([CH:24]=[C:16]([C:14]([N:11]3[CH2:12][CH2:13][NH:8][CH2:9][CH2:10]3)=[O:15])[NH:17]2)=[CH:22][C:21]=1[O:25][CH:26]1[CH2:27][CH2:28][N:29]([CH:32]([CH3:34])[CH3:33])[CH2:30][CH2:31]1. Procedure details: To a cold (0° C.) solution of 4-[6-chloro-5-(1-isopropyl-piperidin-4-yloxy)-1H-indole-2-carbonyl]-piperazine-1-carboxylic acid tert-butyl ester (example 3, 547 mg, 1.0 eq.) in dichloromethane was added trifluoroacetic acid (1.23 mL, 10 eq.) dropwise. The reaction mixture was stirred 3 h at room temperature. The mixture was concentrated in vacuo and the residue was partitioned between ethyl acetate and a saturated aqueous sodium carbonate solution. The aqueous phase was extracted with ethyl aceta... Reactants: FC(C(=O)O)(F)F (trifluoroacetic acid), C1(=CC=CC=C1)C(CNC1=C2N=CN(C2=NC(=N1)C(=O)OCC)C1OCCCC1)C1=CC=CC=C1 (ethyl 6-[(2,2-diphenylethyl)amino]-9-(tetrahydro-2H-pyran-2-yl)-9H-purine-2-carboxylate), resultant mixture. Solvent: C(C)O (ethanol). Yields the product C1(=CC=CC=C1)C(CNC1=C2N=CNC2=NC(=N1)C(=O)OCC)C1=CC=CC=C1 (Ethyl 6-[(2,2-diphenylethyl)amino]-9H-purine-2-carboxylate). Yield: 100.6%. RXN SMILES: [C:1]1([CH:7]([C:30]2[CH:35]=[CH:34][CH:33]=[CH:32][CH:31]=2)[CH2:8][NH:9][C:10]2[N:18]=[C:17]([C:19]([O:21][CH2:22][CH3:23])=[O:20])[N:16]=[C:15]3[C:11]=2[N:12]=[CH:13][N:14]3C2CCCCO2)[CH:6]=[CH:5][CH:4]=[CH:3][CH:2]=1.FC(F)(F)C(O)=O>C(O)C>[C:30]1([CH:7]([C:1]2[CH:6]=[CH:5][CH:4]=[CH:3][CH:2]=2)[CH2:8][NH:9][C:10]2[N:18]=[C:17]([C:19]([O:21][CH2:22][CH3:23])=[O:20])[N:16]=[C:15]3[C:11]=2[N:12]=[CH:13][NH:14]3)[CH:31]=[CH:32][CH:33]=[CH:34][CH:35]=1. Reported procedure: To a suspension of ethyl 6-[(2,2-diphenylethyl)amino]-9-(tetrahydro-2H-pyran-2-yl)-9H-purine-2-carboxylate (Preparation 62) (250 g, 0.530 moles) in absolute ethanol (1250 ml) under an atmosphere of nitrogen was added trifluoroacetic acid (73.5 g, 0.645 moles) and the resultant mixture was heated at 50° C. for 20 hours. The mixture was cooled and the solid was collected by filtration. The filter cake was washed with absolute ethanol (350 ml) and was then dried in vacuo at 50° C. to give the title... Starting materials: C=CCC(C)(C)CN, CCN(C(C)C)C(C)C, COC(=O)Cl, ClCCl, O. Product: C=CCC(C)(C)CNC(=O)OC. As a reaction SMILES: [CH3:1][C:2]([CH2:3][NH2:4])([CH2:5][CH:6]=[CH2:7])[CH3:8].[CH:9]([N:10]([CH:11]([CH3:12])[CH3:13])[CH2:14][CH3:15])([CH3:16])[CH3:17].[Cl:18][C:19](=[O:20])[O:21][CH3:22].[Cl:24][CH2:25][Cl:26].[OH2:23]>>[CH3:1][C:2]([CH2:3][NH:4][C:19](=[O:20])[O:21][CH3:22])([CH2:5][CH:6]=[CH2:7])[CH3:8].